This data is from the Open Reaction Database (ORD), a public repository of structured organic reaction records. The task is: describe an organic reaction: reactants, conditions, products, and yield Reactants: CN(C1=CC=C(C=O)C=C1)C (p-(dimethylamino)benzaldehyde), [Br-].N[N+]1=C(N(C=C1)CC(C(C)(C)C)=O)C1=CC=C(C=C1)OC (1-amino-2-(p-methoxyphenyl)-3-(pivaloylmethyl)imidazolium bromide), CCOCC (ether). Solvent: C(C)(=O)O (acetic acid). Reaction conditions: time 15 hour. The product is [Br-].CN(C1=CC=C(C=N[N+]2=C(N(C=C2)CC(C(C)(C)C)=O)C2=CC=C(C=C2)OC)C=C1)C (1-[[p-(dimethylamino)benzylidene]amino]-2-(p-methoxyphenyl)-3-(pivaloylmethyl)imidazolium bromide). Reaction SMILES: [CH3:1][N:2]([CH3:11])[C:3]1[CH:10]=[CH:9][C:6]([CH:7]=O)=[CH:5][CH:4]=1.[Br-:12].[NH2:13][N+:14]1[CH:18]=[CH:17][N:16]([CH2:19][C:20](=[O:25])[C:21]([CH3:24])([CH3:23])[CH3:22])[C:15]=1[C:26]1[CH:31]=[CH:30][C:29]([O:32][CH3:33])=[CH:28][CH:27]=1.CCOCC>C(O)(=O)C>[Br-:12].[CH3:1][N:2]([CH3:11])[C:3]1[CH:10]=[CH:9][C:6]([CH:7]=[N:13][N+:14]2[CH:18]=[CH:17][N:16]([CH2:19][C:20](=[O:25])[C:21]([CH3:24])([CH3:23])[CH3:22])[C:15]=2[C:26]2[CH:31]=[CH:30][C:29]([O:32][CH3:33])=[CH:28][CH:27]=2)=[CH:5][CH:4]=1 |f:1.2,5.6|. Procedure: 1.50 g of p-(dimethylamino)benzaldehyde are added to a solution of 3.7 g of 1-amino-2-(p-methoxyphenyl)-3-(pivaloylmethyl)imidazolium bromide in 25 ml of glacial acetic acid. The mixture is stirred at room temperature for 15 hours. Then, 20 ml of ether are added thereto and, after an additional 3 hours, the product is removed by filtration. After recrystallization from ethanol/ether, there is obtained 1-[[p-(dimethylamino)benzylidene]amino]-2-(p-methoxyphenyl)-3-(pivaloylmethyl)imidazolium bromi... Starting materials: COC(=O)c1ccc(C(=Cc2ccc(Br)cc2)CC(C)C)cc1, O=C([O-])[O-], CS(C)=O, [Cu]I, FC(F)(F)c1cn[nH]c1, [K+], [K+], Oc1cccc2cccnc12. As a reaction SMILES: [Br:27][c:28]1[cH:29][cH:30][c:31]([CH:34]=[C:35]([CH2:36][CH:37]([CH3:38])[CH3:39])[c:40]2[cH:41][cH:42][c:43]([C:44](=[O:45])[O:46][CH3:47])[cH:48][cH:49]2)[cH:32][cH:33]1.[C:21](=[O:22])([O-:23])[O-:24].[CH3:50][S:51]([CH3:52])=[O:53].[Cu:54][I:55].[F:1][C:2]([c:3]1[cH:4][n:5][nH:6][cH:7]1)([F:8])[F:9].[K+:25].[K+:26].[OH:10][c:11]1[c:12]2[c:13]([cH:14][cH:15][cH:16][n:17]2)[cH:18][cH:19][cH:20]1>>[F:1][C:2]([c:3]1[cH:4][n:5](-[c:28]2[cH:29][cH:30][c:31]([CH:34]=[C:35]([CH2:36][CH:37]([CH3:38])[CH3:39])[c:40]3[cH:41][cH:42][c:43]([C:44](=[O:45])[O:46][CH3:47])[cH:48][cH:49]3)[cH:32][cH:33]2)[n:6][cH:7]1)([F:8])[F:9]. The product is COC(=O)c1ccc(C(=Cc2ccc(-n3cc(C(F)(F)F)cn3)cc2)CC(C)C)cc1. Reactants: B, C1CCOC1, Cl, O=C(Nc1cccc(Oc2ccc(F)cc2)c1)C1CCNCC1. Yields the product Fc1ccc(Oc2cccc(NCC3CCNCC3)c2)cc1. As a reaction SMILES: [BH3:25].[CH2:26]1[O:27][CH2:28][CH2:29][CH2:30]1.[ClH:1].[F:2][c:3]1[cH:4][cH:5][c:6]([O:7][c:8]2[cH:9][c:10]([NH:14][C:15](=[O:16])[CH:17]3[CH2:18][CH2:19][NH:20][CH2:21][CH2:22]3)[cH:11][cH:12][cH:13]2)[cH:23][cH:24]1>>[F:2][c:3]1[cH:4][cH:5][c:6]([O:7][c:8]2[cH:9][c:10]([NH:14][CH2:15][CH:17]3[CH2:18][CH2:19][NH:20][CH2:21][CH2:22]3)[cH:11][cH:12][cH:13]2)[cH:23][cH:24]1. Reactants: CC(C)OC(=O)/N=N/C(=O)OC(C)C (DIAD), CC=1C=C(CC2=C(C(NC(N2COCCO)=O)=O)CC)C=C(C1)C (6-(3,5-dimethylbenzyl)-5-ethyl-1-(2-hydroxyethoxymethyl)uracil), O(C1=CC=CC=C1)C(=O)NOC(=O)OC1=CC=CC=C1 (N,O-bis(phenoxycarbonyl)hydroxylamine), C1(=CC=CC=C1)P(C1=CC=CC=C1)C1=CC=CC=C1 (triphenylphosphine). Run in O1CCCC1 (tetrahydrofuran), CCOCC (ether). Reaction conditions: temperature 10 celsius, time 24 hour. Product: ON(C(=O)N)CCOCN1C(=O)NC(=O)C(=C1CC1=CC(=CC(=C1)C)C)CC (1-(2-N1-hydroxyureidoethoxymethyl)-6-(3,5-dimethylbenzyl)-5-ethyl-uracil). The yield is 15.6%. RXN SMILES: [CH3:1][C:2]1[CH:3]=[C:4]([CH:21]=[C:22]([CH3:24])[CH:23]=1)[CH2:5][C:6]1[N:11]([CH2:12][O:13][CH2:14]CO)[C:10](=[O:17])[NH:9][C:8](=[O:18])[C:7]=1[CH2:19][CH3:20].O([C:32]([NH:34][O:35]C(OC1C=CC=CC=1)=O)=O)C1C=CC=CC=1.C1(P(C2C=CC=CC=2)C2C=CC=CC=2)C=CC=CC=1.CC(OC(/N=[N:71]/[C:72]([O:74]C(C)C)=O)=O)C>O1CCCC1.CCOCC>[OH:35][N:34]([CH2:32][CH2:14][O:13][CH2:12][N:11]1[C:6]([CH2:5][C:4]2[CH:3]=[C:2]([CH3:1])[CH:23]=[C:22]([CH3:24])[CH:21]=2)=[C:7]([CH2:19][CH3:20])[C:8](=[O:18])[NH:9][C:10]1=[O:17])[C:72]([NH2:71])=[O:74]. Procedure: To a solution of 6-(3,5-dimethylbenzyl)-5-ethyl-1-(2-hydroxyethoxymethyl)uracil (0.2 g, 0.6 mmol), N,O-bis(phenoxycarbonyl)hydroxylamine (0.18 g, 0.66 mmol) and triphenylphosphine (0.19 g, 0.66 mmol) in tetrahydrofuran (6 ml) was added dropwise at 0° C. DIAD (diisopropylazodicarboxylate) (145 mg, 0.71 mmol). The reaction medium, concentrated, was subjected successively to two flash column chromatographies on silica gel, the first one using a mixture dichloromethane/methanol 49:1 as eluant and th... Isolated yield 89800.0%. Product: ONC([C@H](C(C)(S(=O)C)C)NC(C1=CC=C(C=C1)C#CC#C[C@H]1[C@@H](C1)CO)=O)=O (N-((2R)-1-(hydroxyamino)-3-methyl-3-(methylsulfinyl)-1-oxobutan-2-yl)-4-(((trans)-2-(hydroxymethyl)cyclopropyl)buta-1,3-diynyl)benzamide). Procedure details: To a stirring solution of N—((R)-1-(hydroxyamino)-3-methyl-3-(methylthio)-1-oxobutan-2-yl)-4-(((trans)-2-(hydroxymethyl)cyclopropyl)buta-1,3-diyn-1-yl)benzamide (3, 0.2 g, 0.50 mmol) in acetonitrile/water (20 mL) was added 30% aqueous hydrogen peroxide (0.015 mL, 0.50 mmol) and the reaction mixture was stirred at room temperature for 18 hr. The reaction mixture was lyophylized to afford N-((2R)-1-(hydroxyamino)-3-methyl-3-(methylsulfinyl)-1-oxobutan-2-yl)-4-(((trans)-2-(hydroxymethyl)cyclopropyl... Run at time 18 hour. As a reaction SMILES: [OH:1][NH:2][C:3](=[O:28])[C@@H:4]([NH:10][C:11](=[O:27])[C:12]1[CH:17]=[CH:16][C:15]([C:18]#[C:19][C:20]#[C:21][C@@H:22]2[CH2:24][C@H:23]2[CH2:25][OH:26])=[CH:14][CH:13]=1)[C:5]([CH3:9])([S:7][CH3:8])[CH3:6].[OH:29]O>C(#N)C.O>[OH:1][NH:2][C:3](=[O:28])[C@@H:4]([NH:10][C:11](=[O:27])[C:12]1[CH:13]=[CH:14][C:15]([C:18]#[C:19][C:20]#[C:21][C@@H:22]2[CH2:24][C@H:23]2[CH2:25][OH:26])=[CH:16][CH:17]=1)[C:5]([CH3:9])([S:7]([CH3:8])=[O:29])[CH3:6] |f:2.3|. Reactants: ONC([C@H](C(C)(SC)C)NC(C1=CC=C(C=C1)C#CC#C[C@H]1[C@@H](C1)CO)=O)=O (N—((R)-1-(hydroxyamino)-3-methyl-3-(methylthio)-1-oxobutan-2-yl)-4-(((trans)-2-(hydroxymethyl)cyclopropyl)buta-1,3-diynyl)benzamide), OO (hydrogen peroxide). The solvent is C(C)#N.O (acetonitrile water). The reactants are BrC1=CC2=C(C=3N=C(SC3CCO2)C=2N(N=CN2)C(C)C)C=C1 (8-bromo-2-(2-isopropyl-2H-[1,2,4]triazol-3-yl)-4,5-dihydro-6-oxa-3-thia-1-aza-benzo[e]azulene), CS(=O)(=O)CN1N=CC(=C1)B1OC(C(O1)(C)C)(C)C (1-Methanesulfonylmethyl-4-(4,4,5,5-tetramethyl-[1,3,2]dioxaborolan-2-yl)-1H-pyrazole). Product: C(C)(C)N1N=CN=C1C=1SC=2CCOC3=C(C2N1)C=CC(=C3)C=3C=NN(C3)CS(=O)(=O)C (2-(2-Isopropyl-2H-[1,2,4]triazol-3-yl)-8-(1-methanesulfonylmethyl-1H-pyrazol-4-yl)-4,5-dihydro-6-oxa-3-thia-1-aza-benzo[e]azulene). Reaction SMILES: Br[C:2]1[CH:23]=[CH:22][C:5]2[C:6]3[N:7]=[C:8]([C:14]4[N:15]([CH:19]([CH3:21])[CH3:20])[N:16]=[CH:17][N:18]=4)[S:9][C:10]=3[CH2:11][CH2:12][O:13][C:4]=2[CH:3]=1.[CH3:24][S:25]([CH2:28][N:29]1[CH:33]=[C:32](B2OC(C)(C)C(C)(C)O2)[CH:31]=[N:30]1)(=[O:27])=[O:26]>>[CH:19]([N:15]1[C:14]([C:8]2[S:9][C:10]3[CH2:11][CH2:12][O:13][C:4]4[CH:3]=[C:2]([C:32]5[CH:31]=[N:30][N:29]([CH2:28][S:25]([CH3:24])(=[O:27])=[O:26])[CH:33]=5)[CH:23]=[CH:22][C:5]=4[C:6]=3[N:7]=2)=[N:18][CH:17]=[N:16]1)([CH3:21])[CH3:20]. Procedure details: Following the procedure for 114, 8-Bromo-2-(2-isopropyl-2H-[1,2,4]triazol-3-yl)-4,5-dihydro-6-oxa-3-thia-1-aza-benzo[e]azulene 27 was reacted with 1-Methanesulfonylmethyl-4-(4,4,5,5-tetramethyl-[1,3,2]dioxaborolan-2-yl)-1H-pyrazole to give 430. MS(ESI+) 471.1. 1H NMR (400 MHz, DMSO) δ 8.36 (m, 2H), 8.19 (s, 1H), 8.10 (s, 1H), 7.49 (dd, J=8.3, 1.8, 1H), 7.36 (d, J=1.7, 1H), 5.84 (m, 1H), 5.75 (s, 2H), 4.40 (t, J=5.0, 2H), 3.46 (t, J=5.0, 2H), 3.06 (s, 3H), 1.56 (d, J=6.6, 6H) Reactants: 4-piperidon, HCl, O (H2O), C(C)(=O)O (acetic acid), 1h, FC1=CC=C(C=C1)N1C=CC2=CC(=CC=C12)C(=O)NC (1-(4-Fluorophenyl)-N-methyl-1H-indole-5-carboxamide), C(C)(=O)O (acetic acid). The solvent is FC(C(=O)O)(F)F (trifluoroacetic acid), FC(C(=O)O)(F)F (trifluoroacetic acid). Yields the product FC1=CC=C(C=C1)N1C=C(C2=CC(=CC=C12)C(=O)NC)C=1CCNCC1 (1-(4-Fluorophenyl)-N-methyl-3-(1,2,3,6-tetrahydro-4-pyridyl)-1H-indole-5-carboxamide). RXN SMILES: [F:1][C:2]1[CH:7]=[CH:6][C:5]([N:8]2[C:16]3[C:11](=[CH:12][C:13]([C:17]([NH:19][CH3:20])=[O:18])=[CH:14][CH:15]=3)[CH:10]=[CH:9]2)=[CH:4][CH:3]=1.O.[C:22](O)(=O)[CH3:23]>FC(F)(F)C(O)=O>[F:1][C:2]1[CH:3]=[CH:4][C:5]([N:8]2[C:16]3[C:11](=[CH:12][C:13]([C:17]([NH:19][CH3:20])=[O:18])=[CH:14][CH:15]=3)[C:10]([C:3]3[CH2:4][CH2:5][NH:8][CH2:22][CH:23]=3)=[CH:9]2)=[CH:6][CH:7]=1. Procedure: A solution of 1-(4-Fluorophenyl)-N-methyl-1H-indole-5-carboxamide (3) (12.3 g) in a mixture of acetic acid (60 mL) and trifluoroacetic acid (15 rnL) was added during 0.5 h to a refluxing solution of 4-piperidon, HCl, H2O (36.6 g) in a mixture of acetic acid (50 mL) and trifluoroacetic acid (100 mL). The reaction mixture was refluxed for 1h, cooled to room temperature and the solvents were removed in vacuo. Water was added and pH was adjusted to 10 by addition of aqueous NaOH. The aqueous phase w... Starting materials: C1(=CC=C(C=C1)CO)C1=CC=CC=C1 (biphenyl-4-methanol), COC(C1=C(C=CC(=C1)C1=CC=CC=C1)N)=O (methyl-5-phenyl-2-aminobenzoate), N1=CC=CC=C1 (pyridine), C(=O)(Cl)Cl (phosgene). Reagents/catalysts: CN(C)C=1C=CN=CC1 (DMAP). Run in C1(=CC=CC=C1)C (toluene), C1(=CC=CC=C1)C (toluene). Run at temperature 90 celsius. Yields the product COC(=O)C=1C=C(C=CC1NC(=O)OCC1=CC=C(C=C1)C1=CC=CC=C1)C1=CC=CC=C1 (4-(biphenyl-4-ylmethoxycarbonylamino)-biphenyl-3-carboxylic acid methyl ester). As a reaction SMILES: [CH3:1][O:2][C:3](=[O:17])[C:4]1[CH:9]=[C:8]([C:10]2[CH:15]=[CH:14][CH:13]=[CH:12][CH:11]=2)[CH:7]=[CH:6][C:5]=1[NH2:16].N1C=CC=CC=1.[C:24](Cl)(Cl)=[O:25].[C:28]1([C:36]2[CH:41]=[CH:40][CH:39]=[CH:38][CH:37]=2)[CH:33]=[CH:32][C:31]([CH2:34][OH:35])=[CH:30][CH:29]=1>C1(C)C=CC=CC=1.CN(C1C=CN=CC=1)C>[CH3:1][O:2][C:3]([C:4]1[CH:9]=[C:8]([C:10]2[CH:15]=[CH:14][CH:13]=[CH:12][CH:11]=2)[CH:7]=[CH:6][C:5]=1[NH:16][C:24]([O:35][CH2:34][C:31]1[CH:30]=[CH:29][C:28]([C:36]2[CH:37]=[CH:38][CH:39]=[CH:40][CH:41]=2)=[CH:33][CH:32]=1)=[O:25])=[O:17]. Procedure details: To a solution of methyl-5-phenyl-2-aminobenzoate (0.40 g, 1.76 mmol) and pyridine (0.285 mL, 3.52 mmol) in toluene (7 mL) at room temperature under argon was added 20% phosgene in toluene (1.32 mL, 2.55 mmol) and the mixture was heated at 90° C. for 1 h. The mixture was filtered, and the filtrate was concentrated to dryness. The crude material was dissolved in toluene (10 mL), biphenyl-4-methanol (0.270 g, 1.46 mmol) and DMAP (0.018 g, 0.146 mmol) were added and the mixture was heated at 90° C. ... Reactants: [BH4-], CC(C)(C)S(=O)N=C1CCc2c(Br)cccc21, C1CCOC1, Cc1ccccc1, [Na+]. Yields the product CC(C)(C)S(=O)NC1CCc2c(Br)cccc21. As a reaction SMILES: [BH4-:23].[Br:1][c:2]1[c:3]2[c:7]([cH:8][cH:9][cH:10]1)[C:6](=[N:11][S:12](=[O:13])[C:14]([CH3:15])([CH3:16])[CH3:17])[CH2:5][CH2:4]2.[CH2:18]1[O:19][CH2:20][CH2:21][CH2:22]1.[CH3:25][c:26]1[cH:27][cH:28][cH:29][cH:30][cH:31]1.[Na+:24]>>[Br:1][c:2]1[c:3]2[c:7]([cH:8][cH:9][cH:10]1)[CH:6]([NH:11][S:12](=[O:13])[C:14]([CH3:15])([CH3:16])[CH3:17])[CH2:5][CH2:4]2. The reactants are NC1=NC=C(C=C1)C(F)(F)F (2-amino-5-trifluoromethylpyridine), ClCC(=O)CCl (1,3-dichloroacetone). Solvent: C(OC)COC (dimethoxyethane). Run at time 4 day. Product: ClCC=1N=C2N(C=C(C=C2)C(F)(F)F)C1 (2-(chloromethyl)-6-(trifluoromethyl)imidazo[1,2-a]pyridine). Isolated yield 72.1%. RXN SMILES: [NH2:1][C:2]1[CH:7]=[CH:6][C:5]([C:8]([F:11])([F:10])[F:9])=[CH:4][N:3]=1.[Cl:12][CH2:13][C:14]([CH2:16]Cl)=O>C(COC)OC>[Cl:12][CH2:13][C:14]1[N:1]=[C:2]2[CH:7]=[CH:6][C:5]([C:8]([F:9])([F:11])[F:10])=[CH:4][N:3]2[CH:16]=1. Procedure: A mixture of 2-amino-5-trifluoromethylpyridine (Fluorochem; 3.19 g), 1,3-dichloroacetone (Aldrich; 3.00 g), and dimethoxyethane (Aldrich; 15 mL) is stirred at room temperature for 4 days. The resulting solid is collected and washed with several milliliters of dimethoxyethane. The solid is then taken up in ethanol (30 mL) and the mixture is heated at 80° C. for 2.5 h, at which time diisopropylethylamine (Aldrich; 3.5 mL) is added. After stirring with heating an additional 3.5 h, the mixture is co...